describe an organic reaction: reactants, conditions, products, and yield From a dataset of the Open Reaction Database (ORD), a public repository of structured organic reaction records. The reactants are O=C1CCC(=O)N1Br, COCOc1cc(CC(=O)OC)cc(OCOC)c1, CN(C)C=O, O. The product is COCOc1cc(CC(=O)OC)c(Br)c(OCOC)c1. Reaction SMILES: [Br:20][N:21]1[C:22](=[O:23])[CH2:24][CH2:25][C:26]1=[O:27].[CH3:1][O:2][CH2:3][O:4][c:5]1[cH:6][c:7]([CH2:15][C:16](=[O:17])[O:18][CH3:19])[cH:8][c:9]([O:11][CH2:12][O:13][CH3:14])[cH:10]1.[CH3:29][N:30]([CH3:31])[CH:32]=[O:33].[OH2:28]>>[CH3:1][O:2][CH2:3][O:4][c:5]1[cH:6][c:7]([CH2:15][C:16](=[O:17])[O:18][CH3:19])[c:8]([Br:20])[c:9]([O:11][CH2:12][O:13][CH3:14])[cH:10]1. Starting materials: ClC1=C(C=C(C=C1C1CCNCC1)C#N)NC1=NN2C(C(=N1)N(CC1=CC=C(C=C1)OC)C1CC1)=NC=C2C#N (2-((2-chloro-5-cyano-3-(piperidin-4-yl)phenyl)amino)-4-(cyclopropyl(4-methoxybenzyl)amino)imidazo[2,1-f][1,2,4]triazine-7-carbonitrile), N12CCCCCC2=NCCC1 (1,8-Diazabicyclo[5.4.0]undec-7-ene), [BH4-].[Na+] (sodium borohydride), O1CC(C1)=CC=O (2-(oxetan-3-ylidene)acetaldehyde). Solvent: C1CCOC1 (THF), CO (MeOH), CCOC(=O)C (EtOAc). Run at temperature -15 celsius, time 2.5 hour. Product: ClC1=C(C=C(C=C1C1CCN(CC1)C1(COC1)CCO)C#N)NC1=NN2C(C(=N1)N(CC1=CC=C(C=C1)OC)C1CC1)=NC=C2C#N (2-((2-chloro-5-cyano-3-(1-(3-(2-hydroxyethyl)oxetan-3-yl)piperidin-4-yl)phenyl)amino)-4-(cyclopropyl(4-methoxybenzyl)amino)imidazo[2,1-f][1,2,4]triazine-7-carbonitrile). Yield: 49.3%. As a reaction SMILES: [Cl:1][C:2]1[C:7]([CH:8]2[CH2:13][CH2:12][NH:11][CH2:10][CH2:9]2)=[CH:6][C:5]([C:14]#[N:15])=[CH:4][C:3]=1[NH:16][C:17]1[N:22]=[C:21]([N:23]([CH:33]2[CH2:35][CH2:34]2)[CH2:24][C:25]2[CH:30]=[CH:29][C:28]([O:31][CH3:32])=[CH:27][CH:26]=2)[C:20]2=[N:36][CH:37]=[C:38]([C:39]#[N:40])[N:19]2[N:18]=1.N12CCCN=C1CCCCC2.[O:52]1[CH2:55][C:54](=[CH:56][CH:57]=[O:58])[CH2:53]1.[BH4-].[Na+]>C1COCC1.CCOC(C)=O.CO>[Cl:1][C:2]1[C:7]([CH:8]2[CH2:13][CH2:12][N:11]([C:54]3([CH2:56][CH2:57][OH:58])[CH2:55][O:52][CH2:53]3)[CH2:10][CH2:9]2)=[CH:6][C:5]([C:14]#[N:15])=[CH:4][C:3]=1[NH:16][C:17]1[N:22]=[C:21]([N:23]([CH:33]2[CH2:35][CH2:34]2)[CH2:24][C:25]2[CH:30]=[CH:29][C:28]([O:31][CH3:32])=[CH:27][CH:26]=2)[C:20]2=[N:36][CH:37]=[C:38]([C:39]#[N:40])[N:19]2[N:18]=1 |f:3.4|. Procedure details: To a solution of 2-((2-chloro-5-cyano-3-(piperidin-4-yl)phenyl)amino)-4-(cyclopropyl(4-methoxybenzyl)amino)imidazo[2,1-f][1,2,4]triazine-7-carbonitrile (375D) (50 mg, 0.090 mmol) in dry THF (0.3 mL) was added 1,8-Diazabicyclo[5.4.0]undec-7-ene (diluted with THF, 10V %) (0.013 mL, 9.02 mol) at room temperature. The mixture was cooled in an ice/NaCl bath (−15° C.). To this was added 2-(oxetan-3-ylidene)acetaldehyde (36 mg, 0.367 mmol), and left stirring at −15° C. to 0° C. for 2.5 h, then the mixt... As a reaction SMILES: [C:1]([CH3:2])([CH3:3])([CH3:4])[O:5][C:6](=[O:7])[N:8]1[CH:9]2[CH2:10][C:11](=[CH:16][c:17]3[cH:18][c:19]([Cl:24])[c:20]([Cl:23])[cH:21][cH:22]3)[CH2:12][CH:13]1[CH2:14][CH2:15]2.[CH3:25][CH2:26][OH:27].[CH3:28][CH2:29][O:30][C:31]([CH3:32])=[O:33]>>[C:1]([CH3:2])([CH3:3])([CH3:4])[O:5][C:6](=[O:7])[N:8]1[CH:9]2[CH2:10][CH:11]([CH2:16][c:17]3[cH:18][c:19]([Cl:24])[c:20]([Cl:23])[cH:21][cH:22]3)[CH2:12][CH:13]1[CH2:14][CH2:15]2. Product: CC(C)(C)OC(=O)N1C2CCC1CC(Cc1ccc(Cl)c(Cl)c1)C2. Starting materials: CC(C)(C)OC(=O)N1C2CCC1CC(=Cc1ccc(Cl)c(Cl)c1)C2, CCO, CCOC(C)=O. Starting materials: [N+](=O)([O-])C1=C(N)C=CC=C1 (2-nitro aniline), C(CC)=O (proprionaldehyde). Yields the product C(C)C1C=2N(C3=CC=CC=C3N1)C=CC2 (4-ethyl-4,5-dihydropyrrolo[1,2-a]quinoxaline). Reaction SMILES: [N+:1]([C:4]1[CH:10]=[CH:9][CH:8]=[CH:7][C:5]=1[NH2:6])([O-])=O.[CH:11](=O)[CH2:12][CH3:13]>>[CH2:12]([CH:11]1[NH:6][C:5]2[C:4](=[CH:10][CH:9]=[CH:8][CH:7]=2)[N:1]2[CH:10]=[CH:4][CH:5]=[C:7]12)[CH3:13]. Reported procedure: The title compound was prepared from 2-nitro aniline according to the sequence of Example 1 and 2, and the resulting oil treated with proprionaldehyde according to the procedure of Example 3 to yield a light orange oil, which was used in the next step without further characterization. RXN SMILES: [CH2:44]1[O:45][CH2:46][CH2:47][CH2:48]1.[CH:1]([CH3:2])([CH3:3])[N:4]1[CH2:5][CH2:6][N:7]([C:10](=[O:11])[CH:12]2[CH2:13][CH2:14][CH:15]([OH:18])[CH2:16][CH2:17]2)[CH2:8][CH2:9]1.[N:28]([C:29]([O:30][C:31]([CH3:32])([CH3:33])[CH3:34])=[O:35])=[N:36][C:37]([O:38][C:39]([CH3:40])([CH3:41])[CH3:42])=[O:43].[OH:19][c:20]1[cH:21][cH:22][c:23]([C:26]#[N:27])[cH:24][cH:25]1>>[CH:1]([CH3:2])([CH3:3])[N:4]1[CH2:5][CH2:6][N:7]([C:10](=[O:11])[CH:12]2[CH2:13][CH2:14][CH:15]([O:18][c:20]3[cH:21][cH:22][c:23]([C:26]#[N:27])[cH:24][cH:25]3)[CH2:16][CH2:17]2)[CH2:8][CH2:9]1. Starting materials: C1CCOC1, CC(C)N1CCN(C(=O)C2CCC(O)CC2)CC1, CC(C)(C)OC(=O)N=NC(=O)OC(C)(C)C, N#Cc1ccc(O)cc1. Yields the product CC(C)N1CCN(C(=O)C2CCC(Oc3ccc(C#N)cc3)CC2)CC1. The reactants are C#CCO, CCNCC, Cn1cc(C(=O)NCc2ccc(Cl)cc2)c(=O)c2cc(I)sc21, I[Cu]I, Cl[Pd]Cl, c1ccc(P(c2ccccc2)c2ccccc2)cc1, c1ccc(P(c2ccccc2)c2ccccc2)cc1. The product is Cn1cc(C(=O)NCc2ccc(Cl)cc2)c(=O)c2cc(C#CCO)sc21. RXN SMILES: [CH2:24]([C:25]#[CH:26])[OH:27].[CH2:28]([NH:29][CH2:30][CH3:31])[CH3:32].[Cl:1][c:2]1[cH:3][cH:4][c:5]([CH2:6][NH:7][C:8](=[O:9])[c:10]2[c:11](=[O:21])[c:12]3[c:13]([n:14]([CH3:16])[cH:15]2)[s:17][c:18]([I:20])[cH:19]3)[cH:22][cH:23]1.[Cu:33]([I:34])[I:35].[Pd:36]([Cl:37])[Cl:38].[c:39]1([P:40]([c:41]2[cH:42][cH:43][cH:44][cH:45][cH:46]2)[c:47]2[cH:48][cH:49][cH:50][cH:51][cH:52]2)[cH:53][cH:54][cH:55][cH:56][cH:57]1.[c:58]1([P:59]([c:60]2[cH:61][cH:62][cH:63][cH:64][cH:65]2)[c:66]2[cH:67][cH:68][cH:69][cH:70][cH:71]2)[cH:72][cH:73][cH:74][cH:75][cH:76]1>>[Cl:1][c:2]1[cH:3][cH:4][c:5]([CH2:6][NH:7][C:8](=[O:9])[c:10]2[c:11](=[O:21])[c:12]3[c:13]([n:14]([CH3:16])[cH:15]2)[s:17][c:18]([C:26]#[C:25][CH2:24][OH:27])[cH:19]3)[cH:22][cH:23]1. The reactants are BrCCCc1ccccc1, Cc1ccccc1, CC(=O)NCc1ccc(F)cc1, [H-], [Na+]. Yields the product CC(=O)N(CCCc1ccccc1)Cc1ccc(F)cc1. RXN SMILES: [Br:15][CH2:16][CH2:17][CH2:18][c:19]1[cH:20][cH:21][cH:22][cH:23][cH:24]1.[CH3:25][c:26]1[cH:27][cH:28][cH:29][cH:30][cH:31]1.[F:1][c:2]1[cH:3][cH:4][c:5]([CH2:6][NH:7][C:8]([CH3:9])=[O:10])[cH:11][cH:12]1.[H-:14].[Na+:13]>>[F:1][c:2]1[cH:3][cH:4][c:5]([CH2:6][N:7]([C:8]([CH3:9])=[O:10])[CH2:16][CH2:17][CH2:18][c:19]2[cH:20][cH:21][cH:22][cH:23][cH:24]2)[cH:11][cH:12]1.